From a dataset of the Open Reaction Database (ORD), a public repository of structured organic reaction records. describe an organic reaction: reactants, conditions, products, and yield Solvent: O1CCCC1 (tetrahydrofuran), CCOCC (ether). Reactants: OC1(C(CCCC1)C1=CC=CC=C1)C(C(=O)O)C (2-(1-Hydroxy-2-phenylcyclohexyl)-propionic acid), [H-].[Al+3].[Li+].[H-].[H-].[H-] (lithium aluminum hydride), C(C)(=O)OCC (ethyl acetate), O (water). Product: OC1(C(CCCC1)C1=CC=CC=C1)C(CO)C (2-(1-Hydroxy-2-phenylcyclohexyl)-propanol). Procedure: A solution of 61 grams of 2-(1-hydroxy-2-phenylcyclohexyl)-propionic acid (I) in 200 ml tetrahydrofuran is added dropwise to 30 grams of lithium aluminum hydride in 700 ml ether. After refluxing for 21/2 hours, the mixture is cooled to -5° and treated successively with 140 ml ethyl acetate and 150 ml water. The slurry is filterd, the residue on the filter paper is washed well with ether which is combined wiht the filtrate and the solutin dried over magnesium sulfate. Evaporation of the solution ... RXN SMILES: [OH:1][C:2]1([CH:14]([CH3:18])[C:15](O)=[O:16])[CH2:7][CH2:6][CH2:5][CH2:4][CH:3]1[C:8]1[CH:13]=[CH:12][CH:11]=[CH:10][CH:9]=1.[H-].[Al+3].[Li+].[H-].[H-].[H-].C(OCC)(=O)C.O>O1CCCC1.CCOCC>[OH:1][C:2]1([CH:14]([CH3:18])[CH2:15][OH:16])[CH2:7][CH2:6][CH2:5][CH2:4][CH:3]1[C:8]1[CH:13]=[CH:12][CH:11]=[CH:10][CH:9]=1 |f:1.2.3.4.5.6|. The reactants are N1(C=NC2=C1C=CC=C2)C2=C1N=CNC1=NC(=N2)Cl (6-(1H-benzimidazol-1-yl)-2-chloro-9H-purine), N1[C@H](CCC1)CO ((R)-(−)-2-pyrrolidinemethanol). RXN SMILES: [N:1]1([C:10]2[N:18]=[C:17](Cl)[N:16]=[C:15]3[C:11]=2[N:12]=[CH:13][NH:14]3)[C:5]2[CH:6]=[CH:7][CH:8]=[CH:9][C:4]=2[N:3]=[CH:2]1.[NH:20]1[CH2:24][CH2:23][CH2:22][C@@H:21]1[CH2:25][OH:26]>CS(C)=O>[N:1]1([C:10]2[N:18]=[C:17]([N:20]3[CH2:24][CH2:23][CH2:22][C@@H:21]3[CH2:25][OH:26])[N:16]=[C:15]3[C:11]=2[N:12]=[CH:13][NH:14]3)[C:5]2[CH:6]=[CH:7][CH:8]=[CH:9][C:4]=2[N:3]=[CH:2]1. Procedure details: 250 mg of product obtained in stage 1 above are mixed with 2 ml of DMSO and 400 ml (4 equivalents) of (R)-(−)-2-pyrrolidinemethanol, and the mixture is then heated at 120° C. for approximately 5 hours. The mixture is allowed to return to ambient temperature. The DMSO is concentrated to dryness and the dry product is taken up in CH2Cl2, then partial drying is carried out. 258 mg of expected product are obtained. Yields the product N1(C=NC2=C1C=CC=C2)C2=C1N=CNC1=NC(=N2)N2[C@H](CCC2)CO ((2R)-1-[6-(1H-benzimidazol-1-yl)-9H-purin-2-yl]-2-pyrrolidinemethanol). Conditions: temperature 120 celsius. The solvent is CS(=O)C (DMSO).